This data is from the Open Reaction Database (ORD), a public repository of structured organic reaction records. The task is: describe an organic reaction: reactants, conditions, products, and yield Reactants: CC=1C=C(C=C(C1F)C)[N+](=O)[O-] (3,5-dimethyl-4-fluoro-1-nitrobenzene), [H][H] (hydrogen). The reagents and catalysts are [C].[Pd] (palladium carbon). Run in CO (methanol). Product: CC=1C=C(N)C=C(C1F)C (3,5-dimethyl-4-fluoroaniline). Isolated yield 99.7%. Reaction SMILES: [CH3:1][C:2]1[CH:3]=[C:4]([N+:10]([O-])=O)[CH:5]=[C:6]([CH3:9])[C:7]=1[F:8].[H][H]>CO.[C].[Pd]>[CH3:1][C:2]1[CH:3]=[C:4]([CH:5]=[C:6]([CH3:9])[C:7]=1[F:8])[NH2:10] |f:3.4|. Procedure details: In 3 liters of methanol was dissolved 15 g of this 3,5-dimethyl-4-fluoro-1-nitrobenzene, and the resulting solution was treated with nitrogen to replace the air, after which 10 g of palladium carbon was added and catalytic reduction with hydrogen gas was carried out. After completion of the reaction, the insoluble materials were filtered off and the filtrate was concentrated to obtain 12.3 g of 3,5-dimethyl-4-fluoroaniline.